Task: describe an organic reaction: reactants, conditions, products, and yield. Dataset: the Open Reaction Database (ORD), a public repository of structured organic reaction records Starting materials: [N+](=O)(O)[O-] (nitric acid), S(O)(O)(=O)=O (sulfuric acid), FC(C(=O)OC(C(F)(F)F)=O)(F)F (trifluoroacetic anhydride), COC1=NC=2C=CC=C(C2N=C1OC)C=O (2,3-dimethoxy-quinoxaline-5-carbaldehyde), [OH-].[Na+] (NaOH). The solvent is FC(C(=O)O)(F)F (trifluoroacetic acid). Conditions: temperature 0 celsius. The product is COC1=NC=2C=C(C=C(C2N=C1OC)C=O)[N+](=O)[O-] (2,3-Dimethoxy-7-nitro-quinoxaline-5-carbaldehyde). As a reaction SMILES: [N+:1]([O-:4])(O)=[O:2].S(=O)(=O)(O)O.FC(F)(F)C(OC(=O)C(F)(F)F)=O.[CH3:23][O:24][C:25]1[C:34]([O:35][CH3:36])=[N:33][C:32]2[C:31]([CH:37]=[O:38])=[CH:30][CH:29]=[CH:28][C:27]=2[N:26]=1.[OH-].[Na+]>FC(F)(F)C(O)=O>[CH3:23][O:24][C:25]1[C:34]([O:35][CH3:36])=[N:33][C:32]2[C:31]([CH:37]=[O:38])=[CH:30][C:29]([N+:1]([O-:4])=[O:2])=[CH:28][C:27]=2[N:26]=1 |f:4.5|. Reported procedure: 44 ml of 100% nitric acid, 44 ml of 97% sulfuric acid and 44 ml of trifluoroacetic anhydride are added in succession to a solution, cooled to 0° C., of 22 g (100.8 mmol) of 2,3-dimethoxy-quinoxaline-5-carbaldehyde in 88 ml of trifluoroacetic acid. The mixture is maintained at 0° C. for 2 hours and is then carefully poured onto a mixture of 4N NaOH and ice. The temperature should not exceed 20° C. The mixture is extracted with ethyl acetate. The organic phase is washed with an aqueous 1 N NaOH so... The reactants are CCN=C=NCCCN(C)C, O=C(O)c1cc(Cl)cc(Cl)c1O, Cl, CN(C)C=O, Fc1ccc(CNCc2cccc(CNCc3ccc(F)cc3)c2)cc1. Product: O=C(c1cc(Cl)cc(Cl)c1O)N(Cc1ccc(F)cc1)Cc1cccc(CNCc2ccc(F)cc2)c1. As a reaction SMILES: [CH3:13][CH2:14][N:15]=[C:16]=[N:17][CH2:18][CH2:19][CH2:20][N:21]([CH3:22])[CH3:23].[Cl:1][c:2]1[c:3]([OH:12])[c:4]([C:5](=[O:6])[OH:7])[cH:8][c:9]([Cl:11])[cH:10]1.[ClH:24].[O:51]=[CH:52][N:53]([CH3:54])[CH3:55].[c:25]1([CH2:41][NH:42][CH2:43][c:44]2[cH:45][cH:46][c:47]([F:50])[cH:48][cH:49]2)[cH:26][c:27]([CH2:31][NH:32][CH2:33][c:34]2[cH:35][cH:36][c:37]([F:40])[cH:38][cH:39]2)[cH:28][cH:29][cH:30]1>>[Cl:1][c:2]1[c:3]([OH:12])[c:4]([C:5](=[O:7])[N:32]([CH2:31][c:27]2[cH:26][c:25]([CH2:41][NH:42][CH2:43][c:44]3[cH:45][cH:46][c:47]([F:50])[cH:48][cH:49]3)[cH:30][cH:29][cH:28]2)[CH2:33][c:34]2[cH:35][cH:36][c:37]([F:40])[cH:38][cH:39]2)[cH:8][c:9]([Cl:11])[cH:10]1. The reactants are N1C(=O)NC(=O)NC1=O (Cyanuric acid), CC1=C(C(=O)N)C=CC=N1 (2-methylnicotinamide), CC1=C(C(=O)N)C=CC=N1 (2-methylnicotinamide). Run in CN(C)C=O (DMF). Conditions: time 2.5 hour. Yields the product CC1=C(C#N)C=CC=N1 (2-methyl-nicotinonitrile). RXN SMILES: N1C(=O)NC(=O)NC1=O.[CH3:10][C:11]1[N:19]=[CH:18][CH:17]=[CH:16][C:12]=1[C:13]([NH2:15])=O>CN(C=O)C>[CH3:10][C:11]1[N:19]=[CH:18][CH:17]=[CH:16][C:12]=1[C:13]#[N:15]. Procedure: Cyanuric acid (418 mg, 2.2 mmol) was added in one portion to a suspension of 2-methyl-nicotinamide (intermediate 29) (613 mg, 4.5 mmol) in 2.5 ml of DMF cooled in ice. The reaction was stirred for 2.5 hours then poured into ice. The reaction was extracted with ethyl acetate until the organic layer no longer contained product. The combined organic layers, were dried over Na2SO4, filtered and concentrated. Purified on normal phase chromatography with ethyl acetate/heptane 0 to 50 gradient then 50/... Starting materials: CS(=O)(=O)N (methanesulfonamide), CN(C)C1=NC=CC=C1 (dimethylaminopyridine), Cl.C(C)N=C=NCCCN(C)C (1-ethyl-3-(3-dimethylaminopropyl)carbodiimide hydrochloride), C(C)(C)C=1N=C(SC1)CCC1=CC=2N(C(C(=C(N2)N2CCOCC2)/C=C/C(=O)O)=O)C=C1 ((E)-3-{8-[2-(4-Isopropyl-1,3-thiazol-2-yl)ethyl]-2-morpholino-4-oxo-4-H-pyrido -[1,2-a]pyrimidin-3-yl}-2-propenoic acid). The solvent is CCCCCC (hexane), C(C)(=O)OCC (ethyl acetate), CN(C=O)C (dimethylformamide). Reaction conditions: time 24 hour. Product: C(C)(C)C=1N=C(SC1)CCC1=CC=2N(C(C(=C(N2)N2CCOCC2)/C=C/C(=O)NS(=O)(=O)C)=O)C=C1 (N-((E)-3-{8-[2-(4-Isopropyl-1,3-thiazol-2-yl)ethyl]-2-morpholino-4-oxo-4H -pyrido[1,2-a]pyrimidin-3-yl}-2-propenoyl)methanesulfonamide). The yield is 49.9%. Reaction SMILES: [CH:1]([C:4]1[N:5]=[C:6]([CH2:9][CH2:10][C:11]2[CH:32]=[CH:31][N:14]3[C:15](=[O:30])[C:16](/[CH:25]=[CH:26]/[C:27](O)=[O:28])=[C:17]([N:19]4[CH2:24][CH2:23][O:22][CH2:21][CH2:20]4)[N:18]=[C:13]3[CH:12]=2)[S:7][CH:8]=1)([CH3:3])[CH3:2].[CH3:33][S:34]([NH2:37])(=[O:36])=[O:35].CN(C1C=CC=CN=1)C.Cl.C(N=C=NCCCN(C)C)C>CN(C)C=O.CCCCCC.C(OCC)(=O)C>[CH:1]([C:4]1[N:5]=[C:6]([CH2:9][CH2:10][C:11]2[CH:32]=[CH:31][N:14]3[C:15](=[O:30])[C:16](/[CH:25]=[CH:26]/[C:27]([NH:37][S:34]([CH3:33])(=[O:36])=[O:35])=[O:28])=[C:17]([N:19]4[CH2:24][CH2:23][O:22][CH2:21][CH2:20]4)[N:18]=[C:13]3[CH:12]=2)[S:7][CH:8]=1)([CH3:3])[CH3:2] |f:3.4|. Reported procedure: (E)-3-{8-[2-(4-Isopropyl-1,3-thiazol-2-yl)ethyl]-2-morpholino-4-oxo-4-H-pyrido -[1,2-a]pyrimidin-3-yl}-2-propenoic acid (24 mg) was dissolved in dimethylformamide (2 ml), added with methanesulfonamide (15 mg), dimethylaminopyridine (20 mg) and 1-ethyl-3-(3-dimethylaminopropyl)carbodiimide hydrochloride (31 mg), and then the mixture was stirred at room temperature for 24 hours. The reaction solution was added with ethyl acetate and hexane, washed with 0.2 M hydrochloric acid, and dried over sodiu... The reactants are C(#N)C=1C=C(C=CC1F)C(C(=O)OC)C (methyl 2-(3-cyano-4-fluorophenyl)propanoate), CC(C)C[AlH]CC(C)C (DIBAL-H). The solvent is C1CCOC1 (THF). Run at time 1.5 hour. Product: FC1=C(C#N)C=C(C=C1)C(C=O)C (2-fluoro-5-(1-oxopropan-2-yl)benzonitrile). RXN SMILES: [C:1]([C:3]1[CH:4]=[C:5]([CH:10]([CH3:15])[C:11](OC)=[O:12])[CH:6]=[CH:7][C:8]=1[F:9])#[N:2].CC(C[AlH]CC(C)C)C>C1COCC1>[F:9][C:8]1[CH:7]=[CH:6][C:5]([CH:10]([CH3:15])[CH:11]=[O:12])=[CH:4][C:3]=1[C:1]#[N:2]. Procedure details: A solution of compound methyl 2-(3-cyano-4-fluorophenyl)propanoate (50 mg, 0.24 mmol) in 5 mL of anhydrous THF was cooled to 0° C. and then added DIBAL-H (0.3 mmol) was added. The mixture was warmed to ambient temperature and stirred at ambient temperature for 1.5 hours. The reaction was quenched with water, extracte with EtOAc. The organic layer was washed with saturated chloride, dried over anhydrous sodium sulfate and concentrated. The 2-fluoro-5-(1-oxopropan-2-yl)benzonitrile was used for ne... Reactants: C([O-])(O)=O.[Na+] (sodium bicarbonate), FC(C1=CC=C(C(=O)NC=2C=CC(=NC2)OC2=CC=C(C(=O)O)C=C2)C=C1)(F)F (4-[5-(4-trifluoromethyl-benzoylamino)pyridin-2-yloxy]benzoic acid), Cl.C(C)N=C=NCCCN(C)C (1-ethyl-3-(3-dimethylaminopropyl)carbodiimide hydrochloride), O.ON1N=NC2=C1C=CC=C2 (1-hydroxybenzotriazole monohydrate), C(C1=CC=CC=C1)N1CCNCC1 (benzylpiperazine). Solvent: CN(C)C=O (DMF). Run at time 1 day. Product: C(C1=CC=CC=C1)N1CCN(CC1)C(=O)C1=CC=C(OC2=CC=C(C=N2)NC(C2=CC=C(C=C2)C(F)(F)F)=O)C=C1 (N-{6-[4-(4-benzylpiperazine-1-carbonyl)-phenoxy]pyridin-3-yl}-4-trifluoromethylbenzamide). RXN SMILES: [F:1][C:2]([F:29])([F:28])[C:3]1[CH:27]=[CH:26][C:6]([C:7]([NH:9][C:10]2[CH:11]=[CH:12][C:13]([O:16][C:17]3[CH:25]=[CH:24][C:20]([C:21]([OH:23])=O)=[CH:19][CH:18]=3)=[N:14][CH:15]=2)=[O:8])=[CH:5][CH:4]=1.Cl.C(N=C=NCCCN(C)C)C.O.ON1C2C=CC=CC=2N=N1.[CH2:53]([N:60]1[CH2:65][CH2:64][NH:63][CH2:62][CH2:61]1)[C:54]1[CH:59]=[CH:58][CH:57]=[CH:56][CH:55]=1.C(=O)(O)[O-].[Na+]>CN(C=O)C>[CH2:53]([N:60]1[CH2:65][CH2:64][N:63]([C:21]([C:20]2[CH:19]=[CH:18][C:17]([O:16][C:13]3[N:14]=[CH:15][C:10]([NH:9][C:7](=[O:8])[C:6]4[CH:26]=[CH:27][C:3]([C:2]([F:28])([F:29])[F:1])=[CH:4][CH:5]=4)=[CH:11][CH:12]=3)=[CH:25][CH:24]=2)=[O:23])[CH2:62][CH2:61]1)[C:54]1[CH:55]=[CH:56][CH:57]=[CH:58][CH:59]=1 |f:1.2,3.4,6.7|. Procedure details: To a solution of 4-[5-(4-trifluoromethyl-benzoylamino)pyridin-2-yloxy]benzoic acid (1.19 g, 2.3 mmol) in DMF (30 mL) were added 1-ethyl-3-(3-dimethylaminopropyl)carbodiimide hydrochloride (530 mg, 2.8 mmol), 1-hydroxybenzotriazole monohydrate (370 mg, 2.7 mmol) and benzylpiperazine (0.475 mL, 2.7 mmol) under ice cooling. The resulting solution was stirred for 1 day gradually warming up to room temperature. To the residue was added a saturated sodium bicarbonate solution and extracted with ethyl ... The reactants are O=C([O-])O, CCOC(=O)CCCCN1CCC(C(O)(c2ccc(F)cc2)c2ccc(F)cc2)CC1, CCO, [Na+], O. Product: O=C(O)CCCCN1CCC(C(O)(c2ccc(F)cc2)c2ccc(F)cc2)CC1. Reaction SMILES: [C:32](=[O:33])([OH:34])[O-:35].[CH2:1]([CH3:2])[O:3][C:4]([CH2:5][CH2:6][CH2:7][CH2:8][N:9]1[CH2:10][CH2:11][CH:12]([C:15]([OH:16])([c:17]2[cH:18][cH:19][c:20]([F:23])[cH:21][cH:22]2)[c:24]2[cH:25][cH:26][c:27]([F:30])[cH:28][cH:29]2)[CH2:13][CH2:14]1)=[O:31].[CH3:37][CH2:38][OH:39].[Na+:36].[OH2:40]>>[O:3]=[C:4]([CH2:5][CH2:6][CH2:7][CH2:8][N:9]1[CH2:10][CH2:11][CH:12]([C:15]([OH:16])([c:17]2[cH:18][cH:19][c:20]([F:23])[cH:21][cH:22]2)[c:24]2[cH:25][cH:26][c:27]([F:30])[cH:28][cH:29]2)[CH2:13][CH2:14]1)[OH:31].